describe an organic reaction: reactants, conditions, products, and yield From a dataset of the Open Reaction Database (ORD), a public repository of structured organic reaction records. Reactants: C(#N)CC1=C(NC2=NC=C(C=C21)F)C (3-(cyanomethyl)-5-fluoro-2-methylpyrrolo[2,3-b]pyridine), COC1=C(C(CBr)=O)C=CC=C1 (2-methoxyphenacyl bromide), initial solution. Run in C(C)OCC (diethyl ether), C(C)#N (acetonitrile). The product is Br.C(#N)CC1=C(N=C2N(C=C(C=C21)F)CC(=O)C2=C(C=CC=C2)OC)C (3-cyanomethyl-5-fluoro-2-methyl-7-(2-methoxyphenacyl)pyrrolo[2,3-b]pyridine hydrobromide). Yield: 78.2%. RXN SMILES: [C:1]([CH2:3][C:4]1[C:12]2[C:7](=[N:8][CH:9]=[C:10]([F:13])[CH:11]=2)[NH:6][C:5]=1[CH3:14])#[N:2].[CH3:15][O:16][C:17]1[CH:26]=[CH:25][CH:24]=[CH:23][C:18]=1[C:19](=[O:22])[CH2:20][Br:21]>C(#N)C.C(OCC)C>[BrH:21].[C:1]([CH2:3][C:4]1[C:12]2[C:7]([N:8]([CH2:20][C:19]([C:18]3[CH:23]=[CH:24][CH:25]=[CH:26][C:17]=3[O:16][CH3:15])=[O:22])[CH:9]=[C:10]([F:13])[CH:11]=2)=[N:6][C:5]=1[CH3:14])#[N:2] |f:4.5|. Procedure: A mixture of 3-(cyanomethyl)-5-fluoro-2-methylpyrrolo[2,3-b]pyridine (20 mg, 0.11 mmol) and 2-methoxyphenacyl bromide (30 mg, 0.13 mmol) in acetonitrile (0.2 ml) was refluxed under argon for 6 h, during which time the initial solution was transformed into a suspension. Then the suspension was allowed to reach room temperature, diluted with diethyl ether (2 ml), filtered, and washed with diethylether to give 36 mg (81%) of the title compound. Starting materials: C(O)([O-])=O.[Na+] (sodium hydrogencarbonate), S(=O)(Cl)Cl (thionyl chloride), OCC1=NC=CC(=C1)OCCCOC (2-hydroxymethyl-4-methoxypropoxypyridine). Run in C(Cl)(Cl)Cl (chloroform), C(Cl)(Cl)Cl (chloroform). Run at time 1 hour. Yields the product ClCC1=NC=CC(=C1)OCCCOC (2-Chloromethyl-4-(3-Methoxypropoxy)Pyridine). Isolated yield 83.2%. RXN SMILES: S(Cl)([Cl:3])=O.O[CH2:6][C:7]1[CH:12]=[C:11]([O:13][CH2:14][CH2:15][CH2:16][O:17][CH3:18])[CH:10]=[CH:9][N:8]=1.C(=O)([O-])O.[Na+]>C(Cl)(Cl)Cl>[Cl:3][CH2:6][C:7]1[CH:12]=[C:11]([O:13][CH2:14][CH2:15][CH2:16][O:17][CH3:18])[CH:10]=[CH:9][N:8]=1 |f:2.3|. Procedure: A solution of 2.60 g (0.022 mol) of thionyl chloride in 10 ml of chloroform was dropwise added to a solution of 3.64 g (0.018 mol) of 2-hydroxymethyl-4-methoxypropoxypyridine in 60 ml of chloroform under cooling with ice. The obtained mixture was stirred for one hour, neutralized with a saturated aqueous solution of sodium hydrogencarbonate and extracted with chloroform. The chloroform layer was dried over magnesium sulfate and filtered. The filtrate was concentrated under a reduced pressure to ... Reactants: [Na+].C(=O)(OCC1=CC=CC=C1)N[C@@H](CCC(N)=O)C(=O)[O-] (carbobenzyloxy-L-glutamine sodium salt), BrC(C)S(=O)(=O)[O-].[Na+] (sodium bromoethanesulfonate), [H-].[Na+] (sodium hydride). Solvent: CN(C=O)C (dimethyl formamide), CN(C=O)C (dimethyl formamide). Product: N[C@@H](CCC(=O)NCCS(=O)(=O)O)C(=O)O (gamma-L-glutamyl-taurine). RXN SMILES: [Na+].C([NH:12][C@H:13]([C:19]([O-:21])=[O:20])[CH2:14][CH2:15][C:16](=[O:18])[NH2:17])(OCC1C=CC=CC=1)=O.[H-].[Na+].Br[CH:25]([S:27]([O-:30])(=[O:29])=[O:28])[CH3:26].[Na+]>CN(C)C=O>[NH2:12][C@H:13]([C:19]([OH:21])=[O:20])[CH2:14][CH2:15][C:16]([NH:17][CH2:26][CH2:25][S:27]([OH:30])(=[O:29])=[O:28])=[O:18] |f:0.1,2.3,4.5|. Procedure: 3.02 g. (10 mmoles) of carbobenzyloxy-L-glutamine sodium salt (Liebig's Ann. 640, 145 /1961/) are dissolved in 50 ml. of dimethyl formamide, 12 mmoles of sodium hydride are added in the form of an oily dispersion, and the mixture is heated for 2 hours under exclusion of air humidity. Thereafter a solution of 2.11 g. (10 mmoles) of sodium bromoethanesulfonate in 50 ml. of dimethyl formamide is added dropwise, and the mixture is heated for additional 2 hours. The mixture is evaporated in vacuo. Th... Reactants: [N+](=O)([O-])C1=C(N)C=CC=C1 (2-nitroaniline), Cl (hydrochloric acid), N(=O)[O-].[Na+] (Sodium nitrite). The solvent is O (water). Conditions: temperature 65 celsius. Yields the product [Cl-].[N+](=O)([O-])C1=C(C=CC=C1)[N+]#N (2-Nitrophenyldiazonium Chloride). The yield is 359.8%. Reaction SMILES: [N+:1]([C:4]1[CH:10]=[CH:9][CH:8]=[CH:7][C:5]=1[NH2:6])([O-:3])=[O:2].[ClH:11].[N:12]([O-])=O.[Na+]>O>[Cl-:11].[N+:1]([C:4]1[CH:10]=[CH:9][CH:8]=[CH:7][C:5]=1[N+:6]#[N:12])([O-:3])=[O:2] |f:2.3,5.6|. Reported procedure: To a 500 mL three-necked flask equipped with a mechanical stirrer are added 60 g of 2-nitroaniline and 134.2 g of concentrated hydrochloric acid. After heating to 65° C., 46 g of water is added after which the reactor is cooled to 0° C. Sodium nitrite (74.2 g, 40% aqueous solution) is slowly added to the slurry while maintaining a temperature of 0° C. The diazonium salt solution is filtered to give 290 g of solution which is stored at −15° C. for later use. Reactants: C(C)(=O)SCCN1C(N2N([C@H](C=C[C@@H]2C(=O)OC)C2=CC=CC=C2)C1=O)=O (Methyl trans-2-(2-acetylthioethyl)-2,3,5,8-tetrahydro-1,3-dioxo-8-phenyl-1H-1,2,4-triazolo[1,2-a]pyridazine-5-carboxylate), 2-M, Cl (hydrochloric acid). Yields the product SCCN1C(N2N([C@H](C=C[C@@H]2C(=O)O)C2=CC=CC=C2)C1=O)=O (trans-2,3,5,8-tetrahydro-2-(2-mercaptoethyl)-1,3-dioxo-8-phenyl-1H-1,2,4-triazolo[1,2-a]pyridazine-5-carboxylic acid). Isolated yield 43.0%. As a reaction SMILES: C([S:4][CH2:5][CH2:6][N:7]1[C:25](=[O:26])[N:10]2[C@@H:11]([C:19]3[CH:24]=[CH:23][CH:22]=[CH:21][CH:20]=3)[CH:12]=[CH:13][C@H:14]([C:15]([O:17]C)=[O:16])[N:9]2[C:8]1=[O:27])(=O)C.Cl>>[SH:4][CH2:5][CH2:6][N:7]1[C:25](=[O:26])[N:10]2[C@@H:11]([C:19]3[CH:24]=[CH:23][CH:22]=[CH:21][CH:20]=3)[CH:12]=[CH:13][C@H:14]([C:15]([OH:17])=[O:16])[N:9]2[C:8]1=[O:27]. Procedure details: Methyl trans-2-(2-acetylthioethyl)-2,3,5,8-tetrahydro-1,3-dioxo-8-phenyl-1H-1,2,4-triazolo[1,2-a]pyridazine-5-carboxylate was hydrolyzed in 2-M hydrochloric acid at 100° C. for 3.5 hours. Partial evaporation then gave in 43% yield trans-2,3,5,8-tetrahydro-2-(2-mercaptoethyl)-1,3-dioxo-8-phenyl-1H-1,2,4-triazolo[1,2-a]pyridazine-5-carboxylic acid of melting point 153°-154° C.